This data is from the Open Reaction Database (ORD), a public repository of structured organic reaction records. The task is: describe an organic reaction: reactants, conditions, products, and yield Reactants: C=Cc1ccc(F)c(Br)c1, C1COCCN1, ClCCl, COCCOC, [K+], [K+], [K+], O=P([O-])([O-])[O-]. Product: C=Cc1ccc(F)c(N2CCOCC2)c1. RXN SMILES: [Br:1][c:2]1[c:3]([F:10])[cH:4][cH:5][c:6]([CH:8]=[CH2:9])[cH:7]1.[CH2:11]1[CH2:12][O:13][CH2:14][CH2:15][NH:16]1.[CH2:31]([Cl:32])[Cl:33].[CH3:25][O:26][CH2:27][CH2:28][O:29][CH3:30].[K+:22].[K+:23].[K+:24].[P:17]([O-:18])([O-:19])([O-:20])=[O:21]>>[c:2]1([N:16]2[CH2:11][CH2:12][O:13][CH2:14][CH2:15]2)[c:3]([F:10])[cH:4][cH:5][c:6]([CH:8]=[CH2:9])[cH:7]1.